From a dataset of the Open Reaction Database (ORD), a public repository of structured organic reaction records. describe an organic reaction: reactants, conditions, products, and yield The yield is 75.0%. Procedure details: To 3,5-dimethoxy-4-hydroxycinnamaldehyde (0.042 g, 0.2 mmol) and N-cyanoacetyl)3,4-dihydroxybenzylamide (Example 2, 0.042 g, 0.2 mmol) in 10 ml of ethanol 3 mg of β-alanine was added and the reaction was refluxed for 6 h. Water was added and the solid was recrystallized from 5 ml of ethanol twice to give 0.06 g (75%) of a red solid. The product gave the following analytical data: Starting materials: O (Water), COC=1C=C(C=CC=O)C=C(C1O)OC (3,5-dimethoxy-4-hydroxycinnamaldehyde), OC=1C=C(C[NH-])C=CC1O (3,4-dihydroxybenzylamide), NCCC(=O)O (β-alanine). The solvent is C(C)O (ethanol). Product: OC=1C=C(CNC(=O)\C(\C#N)=C\C=C\C2=CC(=C(C(=C2)OC)O)OC)C=CC1O ((E,E)-2-(3,4-Dihydroxybenzylaminocarbonyl)-3-(3,5-dimethoxy-4-hydroxystyryl)acrylonitrile). Reaction SMILES: [CH3:1][O:2][C:3]1[CH:4]=[C:5]([CH:10]=[C:11]([O:14][CH3:15])[C:12]=1[OH:13])[CH:6]=[CH:7][CH:8]=O.[OH:16][C:17]1[CH:18]=[C:19]([CH:22]=[CH:23][C:24]=1[OH:25])[CH2:20][NH-:21].[NH2:26][CH2:27][CH2:28][C:29](O)=[O:30].O>C(O)C>[OH:16][C:17]1[CH:18]=[C:19]([CH:22]=[CH:23][C:24]=1[OH:25])[CH2:20][NH:21][C:29](/[C:28](=[CH:8]/[CH:7]=[CH:6]/[C:5]1[CH:4]=[C:3]([O:2][CH3:1])[C:12]([OH:13])=[C:11]([O:14][CH3:15])[CH:10]=1)/[C:27]#[N:26])=[O:30]. The reactants are O=C([O-])O, CC1CCN(Cc2ccccc2NS(=O)(=O)C(F)(F)F)C(=O)OC1, CC#N, CC(C)COC(=O)Cl, [Na+], O. Yields the product CC(C)COC(=O)N(c1ccccc1CN1CCC(C)COC1=O)S(=O)(=O)C(F)(F)F. Reaction SMILES: [C:25](=[O:26])([O-:27])[OH:28].[CH3:1][CH:2]1[CH2:3][CH2:4][N:5]([CH2:10][c:11]2[c:12]([NH:17][S:18](=[O:19])(=[O:20])[C:21]([F:22])([F:23])[F:24])[cH:13][cH:14][cH:15][cH:16]2)[C:6](=[O:9])[O:7][CH2:8]1.[CH3:39][C:40]#[N:41].[Cl:30][C:31](=[O:32])[O:33][CH2:34][CH:35]([CH3:36])[CH3:37].[Na+:29].[OH2:38]>>[CH3:1][CH:2]1[CH2:3][CH2:4][N:5]([CH2:10][c:11]2[c:12]([N:17]([S:18](=[O:19])(=[O:20])[C:21]([F:22])([F:23])[F:24])[C:31](=[O:32])[O:33][CH2:34][CH:35]([CH3:36])[CH3:37])[cH:13][cH:14][cH:15][cH:16]2)[C:6](=[O:9])[O:7][CH2:8]1.